Dataset: the Open Reaction Database (ORD), a public repository of structured organic reaction records. Task: describe an organic reaction: reactants, conditions, products, and yield Starting materials: C(#CC(=O)OC)C(=O)OC (Dimethyl acetylenedicarboxylate), C(#N)C1=CC=C(C=C1)C1=NSC(O1)=O (5-(p-cyanophenyl)-1,3,4-oxathiazol-2-one). Run in ClC1=C(C=CC=C1)Cl (o-dichlorobenzene). Yields the product C(#N)C1=CC=C(C=C1)C1=NSC(=C1C(=O)OC)C(=O)OC (Dimethyl 3-(p-Cyanophenyl)-4,5-Isothiazoledicarboxylate). Reaction SMILES: [C:1]([C:7]([O:9][CH3:10])=[O:8])#[C:2][C:3]([O:5][CH3:6])=[O:4].[C:11]([C:13]1[CH:18]=[CH:17][C:16]([C:19]2OC(=O)[S:21][N:20]=2)=[CH:15][CH:14]=1)#[N:12]>ClC1C=CC=CC=1Cl>[C:11]([C:13]1[CH:18]=[CH:17][C:16]([C:19]2[C:2]([C:3]([O:5][CH3:6])=[O:4])=[C:1]([C:7]([O:9][CH3:10])=[O:8])[S:21][N:20]=2)=[CH:15][CH:14]=1)#[N:12]. Reported procedure: Dimethyl acetylenedicarboxylate (42.63 g, 0.4 mol) and 5-(p-cyanophenyl)-1,3,4-oxathiazol-2-one (20.42 g, 0.1 mol) were heated at reflux in o-dichlorobenzene for 10 hours. Volatile materials were removed under reduced pressure (1 mm). The red-brown residue contained at least three contaminants (g.c.) which were removed by crystallization from methanol. Four recrystallizations resulted in 18.1 g (0.0598 mol, 59.8%) of light yellow solid, m.p. 134°-135°. Yields the product C1=C(C=CC2=CC=CC=C12)C=1N(C(N(N1)C)=S)C (5-(2-NAPHTHYL)-2,4-DIMETHYL-3H-1,2,4-TRIAZOLE-3-THIONE). Reaction SMILES: [CH:1]1[C:10]2[C:5](=[CH:6][CH:7]=[CH:8][CH:9]=2)[CH:4]=[CH:3][C:2]=1[C:11]([NH:13][N:14]([CH3:19])[C:15]([NH:17][CH3:18])=[S:16])=O.C([O-])(O)=O.[Na+]>>[CH:1]1[C:10]2[C:5](=[CH:6][CH:7]=[CH:8][CH:9]=2)[CH:4]=[CH:3][C:2]=1[C:11]1[N:17]([CH3:18])[C:15](=[S:16])[N:14]([CH3:19])[N:13]=1 |f:1.2|. The reactants are C1=C(C=CC2=CC=CC=C12)C(=O)NN(C(=S)NC)C (1-(2-Naphthoyl)-2,4-dimethyl-thiosemicarbazide), C(=O)(O)[O-].[Na+] (NaHCO3). Procedure details: 1-(2-Naphthoyl)-2,4-dimethyl-thiosemicarbazide (5.47 g, 2.00×10-2 mole) from Example 2 and 1 molar aqueous NaHCO3 (200 ml, 2.00×10-1 mole) were stirred and warmed to reflux. After refluxing for 17 hours the reaction was allowed to cool to room temperature. The precipitate was collected by filtration, water-washed, and dried by suction. The product was crystallized from isopropyl alcohol to yield off-white, matted needles: 3.9 g (76%) mp. 173°-175° C. Reactants: CCCCCc1cc(OCCCC(=O)O)c2c(c1)OC(C)(C)C1CCC(C)=CC21, O=C(Cl)C(=O)Cl, Cl, NCCc1ccc(O)cc1, [Na+], [OH-], c1ccccc1. The product is CCCCCc1cc(OCCCC(=O)NCCc2ccc(O)cc2)c2c(c1)OC(C)(C)C1CCC(C)=CC21. As a reaction SMILES: [CH3:1][C:2]1([CH3:29])[CH:3]2[CH:4]([c:5]3[c:6]([cH:8][c:9]([CH2:19][CH2:20][CH2:21][CH2:22][CH3:23])[cH:10][c:11]3[O:12][CH2:13][CH2:14][CH2:15][C:16](=[O:17])[OH:18])[O:7]1)[CH:24]=[C:25]([CH3:28])[CH2:26][CH2:27]2.[Cl:30][C:31]([C:32]([Cl:33])=[O:34])=[O:35].[ClH:48].[NH2:36][CH2:37][CH2:38][c:39]1[cH:40][cH:41][c:42]([OH:43])[cH:44][cH:45]1.[Na+:47].[OH-:46].[cH:49]1[cH:50][cH:51][cH:52][cH:53][cH:54]1>>[CH3:1][C:2]1([CH3:29])[CH:3]2[CH:4]([c:5]3[c:6]([cH:8][c:9]([CH2:19][CH2:20][CH2:21][CH2:22][CH3:23])[cH:10][c:11]3[O:12][CH2:13][CH2:14][CH2:15][C:16](=[O:18])[NH:36][CH2:37][CH2:38][c:39]3[cH:40][cH:41][c:42]([OH:43])[cH:44][cH:45]3)[O:7]1)[CH:24]=[C:25]([CH3:28])[CH2:26][CH2:27]2. Reactants: P(=O)(Cl)(Cl)Cl (phosphorous oxychloride), Cl (HCl), C(C)(=O)NC=1C=C(C(=O)NC(C)C2=CN=C(N=N2)NC2=CC(=C(C(=C2)OC)OC)OC)C=CC1 (3-(acetylamino)-N-(1-{3-[(3,4,5-trimethoxyphenyl)amino]-1,2,4-triazin-6-yl}ethyl)benzamide), C(C)(=O)NC=1C=C(C(=O)NC(C)C2=CN=C(N=N2)NC2=CC(=C(C(=C2)OC)OC)OC)C=CC1 (3-(acetylamino)-N-(1-{3-[(3,4,5-trimethoxyphenyl)amino]-1,2,4-triazin-6-yl}ethyl)benzamide), P(=O)(Cl)(Cl)Cl (phosphorous oxychloride), [OH-].[Na+] (NaOH). Solvent: CO (methanol), ClCCCl (1,2-dichloroethane). Yields the product NC=1C=C(C=CC1)C1=NC(=C2C=NC(=NN21)NC2=CC(=C(C(=C2)OC)OC)OC)C (7-(3-aminophenyl)-5-methyl-N-(3,4,5-trimethoxyphenyl)imidazo[5,1-f][1,2,4]triazin-2-amine). Yield: 2.1%. As a reaction SMILES: C([NH:4][C:5]1[CH:6]=[C:7]([CH:32]=[CH:33][CH:34]=1)[C:8]([NH:10][CH:11]([C:13]1[N:18]=[N:17][C:16]([NH:19][C:20]2[CH:25]=[C:24]([O:26][CH3:27])[C:23]([O:28][CH3:29])=[C:22]([O:30][CH3:31])[CH:21]=2)=[N:15][CH:14]=1)[CH3:12])=O)(=O)C.P(Cl)(Cl)(Cl)=O.Cl.[OH-].[Na+]>ClCCCl.CO>[NH2:4][C:5]1[CH:6]=[C:7]([C:8]2[N:18]3[C:13]([CH:14]=[N:15][C:16]([NH:19][C:20]4[CH:25]=[C:24]([O:26][CH3:27])[C:23]([O:28][CH3:29])=[C:22]([O:30][CH3:31])[CH:21]=4)=[N:17]3)=[C:11]([CH3:12])[N:10]=2)[CH:32]=[CH:33][CH:34]=1 |f:3.4|. Reported procedure: To a solution of 3-(acetylamino)-N-(1-{3-[(3,4,5-trimethoxyphenyl)amino]-1,2,4-triazin-6-yl}ethyl)benzamide (Intermediate 32) (110 mg, 0.24 mmol) in 1,2-dichloroethane (10 mL) was added phosphorous oxychloride (0.175 mL, 1.9 mmol). The mixture was refluxed for 6 hours, cooled to room temperature and more phosphorous oxychloride (0.10 mL, 1.0 mmol) was added. The reaction was then refluxed for 4 hours. After cooling to room temperature the reaction was diluted with methanol, then poured onto a mi... The reactants are ClC1=CC=C2C(=NN(C2=C1)C)N (6-chloro-1-methyl-1H-indazol-3-ylamine), NC1=N[C@](COC1)(C)C=1C=C(C=CC1F)NC1=NN(C2=CC(=CC=C12)Cl)C ([3-((R)-5-amino-3-methyl-3,6-dihydro-2H-[1,4]oxazin-3-yl)-4-fluoro-phenyl]-(6-chloro-1-methyl-1H-indazol-3-yl)-amine), C19H19ClFN5O. Yields the product ClC1=CC=C2C(=NN(C2=C1)C)NC=1C=CC(=C(C1)[C@@]1(N=C(COC1)N)C)F ((S)-5-(5-(6-chloro-1-methyl-1H-indazol-3-ylamino)-2-fluorophenyl)-5-methyl-5,6-dihydro-2H-1,4-oxazin-3-amine). Reaction SMILES: ClC1C=C2C(C(N)=NN2C)=CC=1.[NH2:13][C:14]1[CH2:19][O:18][CH2:17][C@:16]([C:21]2[CH:22]=[C:23]([NH:28][C:29]3[C:37]4[C:32](=[CH:33][C:34]([Cl:38])=[CH:35][CH:36]=4)[N:31]([CH3:39])[N:30]=3)[CH:24]=[CH:25][C:26]=2[F:27])([CH3:20])[N:15]=1>>[Cl:38][C:34]1[CH:33]=[C:32]2[C:37]([C:29]([NH:28][C:23]3[CH:24]=[CH:25][C:26]([F:27])=[C:21]([C@@:16]4([CH3:20])[CH2:17][O:18][CH2:19][C:14]([NH2:13])=[N:15]4)[CH:22]=3)=[N:30][N:31]2[CH3:39])=[CH:36][CH:35]=1. Procedure details: With 6-chloro-1-methyl-1H-indazol-3-ylamine (CAS1031927-22-6) the [3-((R)-5-amino-3-methyl-3,6-dihydro-2H-[1,4]oxazin-3-yl)-4-fluoro-phenyl]-(6-chloro-1-methyl-1H-indazol-3-yl)-amine as a light grey solid; (calculated) C19H19ClFN5O [387.84]; (found) [M+H]+=388. The reactants are OC1=CC=C2C(C(COC2=C1)C1=CC=C(C=C1)O)CCCCCCCCCSCCCC(C(F)(F)F)(F)F ((3RS,4RS)-7-hydroxy-3-(4-hydroxyphenyl)-4-[9-(4,4,5,5,5-pentafluoropentylthio)nonyl]chroman), O (H2O), OOS(=O)[O-].[K+] (Oxone), monopersulfate, O (H2O). Run in C1CCOC1 (THF). Reaction conditions: temperature 0 celsius, time 3.5 hour. Yields the product OC1=CC=C2C(C(COC2=C1)C1=CC=C(C=C1)O)CCCCCCCCCS(=O)CCCC(C(F)(F)F)(F)F ((3RS,4RS)-7-hydroxy-3-(4-hydroxyphenyl)-4-[9-(4,4,5,5,5-pentafluoropentylsulfinyl)nonyl]chroman). Yield: 73.0%. As a reaction SMILES: [OH:1][C:2]1[CH:11]=[C:10]2[C:5]([CH:6]([CH2:19][CH2:20][CH2:21][CH2:22][CH2:23][CH2:24][CH2:25][CH2:26][CH2:27][S:28][CH2:29][CH2:30][CH2:31][C:32]([F:38])([F:37])[C:33]([F:36])([F:35])[F:34])[CH:7]([C:12]3[CH:17]=[CH:16][C:15]([OH:18])=[CH:14][CH:13]=3)[CH2:8][O:9]2)=[CH:4][CH:3]=1.O.[OH:40]OS([O-])=O.[K+]>C1COCC1>[OH:1][C:2]1[CH:11]=[C:10]2[C:5]([CH:6]([CH2:19][CH2:20][CH2:21][CH2:22][CH2:23][CH2:24][CH2:25][CH2:26][CH2:27][S:28]([CH2:29][CH2:30][CH2:31][C:32]([F:38])([F:37])[C:33]([F:34])([F:35])[F:36])=[O:40])[CH:7]([C:12]3[CH:13]=[CH:14][C:15]([OH:18])=[CH:16][CH:17]=3)[CH2:8][O:9]2)=[CH:4][CH:3]=1 |f:2.3|. Reported procedure: To a solution of (3RS,4RS)-7-hydroxy-3-(4-hydroxyphenyl)-4-[9-(4,4,5,5,5-pentafluoropentylthio)nonyl]chroman (140 mg, 0.250 mmol) and H2O (0.05 ml) in THF (1.2 ml) at 0° C. was added Oxone® (monopersulfate compound; DuPont product) (77 mg, 0.125 mmol). The resulting solution was stirred at 0° C. for 3.5 hr, and then poured into H2O. The mixture was extracted with AcOEt. The organic layer was washed with saturated aqueous NaCl, dried over Na2SO4, filtered, concentrated, and purified by column chr... Reactants: ClC(Cl)(OC(OC(Cl)(Cl)Cl)=O)Cl (triphosgene), CO (Methanol), ClC1=C(N)C=CC(=C1)OC1=NC=NC2=CC(=C(C=C12)OC)OC (2-Chloro-4-[(6,7-dimethoxy-4-quinazolinyl)oxy]-aniline), CNCCC (N-methylpropylamine). Run in C(C)N(CC)CC (triethylamine), C(Cl)(Cl)Cl (chloroform), C(Cl)(Cl)Cl (chloroform). Run at time 30 minute. Yields the product ClC1=C(C=CC(=C1)OC1=NC=NC2=CC(=C(C=C12)OC)OC)NC(N(CCC)C)=O (N′-{2-Chloro-4-[(6,7-dimethoxy-4-quinazolinyl)oxy]phenyl}-N-methyl-N-propylurea). The yield is 58.0%. Reaction SMILES: [Cl:1][C:2]1[CH:8]=[C:7]([O:9][C:10]2[C:19]3[C:14](=[CH:15][C:16]([O:22][CH3:23])=[C:17]([O:20][CH3:21])[CH:18]=3)[N:13]=[CH:12][N:11]=2)[CH:6]=[CH:5][C:3]=1[NH2:4].ClC(Cl)(O[C:28](=[O:34])OC(Cl)(Cl)Cl)Cl.[CH3:36][NH:37][CH2:38][CH2:39][CH3:40].CO>C(Cl)(Cl)Cl.C(N(CC)CC)C>[Cl:1][C:2]1[CH:8]=[C:7]([O:9][C:10]2[C:19]3[C:14](=[CH:15][C:16]([O:22][CH3:23])=[C:17]([O:20][CH3:21])[CH:18]=3)[N:13]=[CH:12][N:11]=2)[CH:6]=[CH:5][C:3]=1[NH:4][C:28](=[O:34])[N:37]([CH3:36])[CH2:38][CH2:39][CH3:40]. Procedure: 2-Chloro-4-[(6,7-dimethoxy-4-quinazolinyl)oxy]-aniline (56 mg) was dissolved in chloroform (4 ml) and triethylamine (0.3 ml), and a solution of triphosgene (50 mg) in chloroform was then added to the solution. The mixture was stirred at room temperature for 30 min. Next, N-methylpropylamine (26 μl) was added to the reaction solution, and the mixture was stirred at room temperature for additional one hr. Methanol was added to the reaction solution, and the mixture was purified by HPLC by developm... Starting materials: Cl.NC=1C2=C(NS(N1)(=O)=O)C=CC=C2OC[C@@H]2[NH2+]CCCC2 ((R)-2-(((4-amino-2,2-dioxido-1H-benzo[c][1,2,6]thiadiazin-5-yl)oxy)methyl)piperidinium hydrochloride), C1(CCCC1)C(=O)O (cyclopentyl carboxylic acid). Product: NC=1C2=C(NS(N1)(=O)=O)C=CC=C2OC[C@@H]2N(CCCC2)C(=O)C2CCCC2 ((R)-(2-(((4-amino-2,2-dioxido-1H-benzo[c][1,2,6]thiadiazin-5-yl)oxy)methyl)piperidin-1-yl)(cyclopentyl)methanone). Yield: 25.0%. RXN SMILES: Cl.[NH2:2][C:3]1[C:4]2[C:14]([O:15][CH2:16][C@H:17]3[CH2:22][CH2:21][CH2:20][CH2:19][NH2+:18]3)=[CH:13][CH:12]=[CH:11][C:5]=2[NH:6][S:7](=[O:10])(=[O:9])[N:8]=1.[CH:23]1([C:28](O)=[O:29])[CH2:27][CH2:26][CH2:25][CH2:24]1>>[NH2:2][C:3]1[C:4]2[C:14]([O:15][CH2:16][C@H:17]3[CH2:22][CH2:21][CH2:20][CH2:19][N:18]3[C:28]([CH:23]3[CH2:27][CH2:26][CH2:25][CH2:24]3)=[O:29])=[CH:13][CH:12]=[CH:11][C:5]=2[NH:6][S:7](=[O:9])(=[O:10])[N:8]=1 |f:0.1|. Procedure details: Prepared as in Example 15 from (R)-2-(((4-amino-2,2-dioxido-1H-benzo[c][1,2,6]thiadiazin-5-yl)oxy)methyl)piperidinium hydrochloride (Example 15a) and cyclopentyl carboxylic acid in 25% yield. 1H NMR (DMSO-d6, 400 MHz, 80° C.): 1.40 (m, 1H), 1.53 (m, 2H), 1.63 (m, 8H), 1.77 (m, 4H), 3.00 (m, 1H), 3.97 (br m, 1H), 4.20 (m, 1H), 4.50 (t, J=8.0 Hz, 1H), 5.06 (br s, 1H), 6.67 (d, J=8.0 Hz, 1H), 6.84 (d, J=8.0 Hz, 1H), 7.43 (t, J=8.0 Hz, 1H), 7.80 (br s, 2H), 10.6 (br s, 1H). MS=407 (MH+). The reactants are OC1=C(C=C(C(=S)S)C=C1C(C)(C)C)C(C)(C)C (4-hydroxy-3,5-di-tert.-butyl dithiobenzoic acid), CO (methanol), [Zn] (zinc), CO (methanol), [Zn] (Zinc). The reagents and catalysts are [Pt] (platinum). Run in CCOCC (ether). The product is OC1=C(C=C(C(=S)[S-])C=C1C(C)(C)C)C(C)(C)C.OC1=C(C=C(C(=S)[S-])C=C1C(C)(C)C)C(C)(C)C.[Zn+2] (zinc bis(4-hydroxy-3,5-di-tert.butyl dithiobenzoate)). RXN SMILES: [OH:1][C:2]1[C:10]([C:11]([CH3:14])([CH3:13])[CH3:12])=[CH:9][C:5]([C:6]([SH:8])=[S:7])=[CH:4][C:3]=1[C:15]([CH3:18])([CH3:17])[CH3:16].CO.[Zn:21]>[Pt].CCOCC>[OH:1][C:2]1[C:10]([C:11]([CH3:13])([CH3:12])[CH3:14])=[CH:9][C:5]([C:6]([S-:8])=[S:7])=[CH:4][C:3]=1[C:15]([CH3:18])([CH3:17])[CH3:16].[OH:1][C:2]1[C:10]([C:11]([CH3:13])([CH3:12])[CH3:14])=[CH:9][C:5]([C:6]([S-:8])=[S:7])=[CH:4][C:3]=1[C:15]([CH3:18])([CH3:17])[CH3:16].[Zn+2:21] |f:5.6.7|. Procedure details: Zinc bis(4-hydroxy-3,5-di-tert.-butyl dithiobenzoate) was prepared as follows. The acid, 4-hydroxy-3,5-di-tert.-butyl dithiobenzoic acid (0.4 g) was dissolved in 15 ml. of methanol. Zinc wire (1.2 cm2) was made the anode and platinum wire (1.4 cm2) was made the cathode. The methanol/acid mixture was placed in a container housing the wire electrodes and 0.1 g of zinc metal was dissolved in 12 hours using 70 ma current and 12 volts. The resulting zinc bis(4-hydroxy-3,5-di-tert.butyl dithiobenzoate... Isolated yield 2.0%. Reported procedure: To a 20 mL of microwave vial was added ((2R)-4-(thiophen-2-ylsulfonyl)-1-(4-(1,1,1-trifluoro-2-hydroxypropan-2-yl)phenyl)piperazin-2-yl)methyl methanesulfonate (1.0 g, 1.9 mmol, Intermediate B) and ammonia, 2M solution in methanol (9.5 mL, 19 mmol, Aldrich, St. Louis, Mo.). The vial was sealed and heated in an Initiator microwave reactor (Biotage AB, Inc., Uppsala, Sweden) at 140° C. for 30 min. The reaction mixture was concentrated and the crude product was purified by column chromatography (80... RXN SMILES: CS(O[CH2:6][C@H:7]1[CH2:12][N:11]([S:13]([C:16]2[S:17][CH:18]=[CH:19][CH:20]=2)(=[O:15])=[O:14])[CH2:10][CH2:9][N:8]1[C:21]1[CH:26]=[CH:25][C:24]([C:27]([OH:33])([CH3:32])[C:28]([F:31])([F:30])[F:29])=[CH:23][CH:22]=1)(=O)=O.[NH3:34].CO>>[NH3:8].[NH2:34][CH2:6][C@H:7]1[CH2:12][N:11]([S:13]([C:16]2[S:17][CH:18]=[CH:19][CH:20]=2)(=[O:15])=[O:14])[CH2:10][CH2:9][N:8]1[C:21]1[CH:26]=[CH:25][C:24]([C:27]([OH:33])([CH3:32])[C:28]([F:30])([F:31])[F:29])=[CH:23][CH:22]=1. The reactants are CS(=O)(=O)OC[C@@H]1N(CCN(C1)S(=O)(=O)C=1SC=CC1)C1=CC=C(C=C1)C(C(F)(F)F)(C)O (((2R)-4-(2-thiophenylsulfonyl)-1-(4-(2,2,2-trifluoro-1-hydroxy-1-methylethyl)phenyl)-2-piperazinyl)methyl methanesulfonate), CS(=O)(=O)OC[C@@H]1N(CCN(C1)S(=O)(=O)C=1SC=CC1)C1=CC=C(C=C1)C(C(F)(F)F)(C)O (((2R)-4-(2-thiophenylsulfonyl)-1-(4-(2,2,2-trifluoro-1-hydroxy-1-methylethyl)phenyl)-2-piperazinyl)methyl methanesulfonate), N (ammonia), solution, CO (methanol). Yields the product N (NH3), NC[C@@H]1N(CCN(C1)S(=O)(=O)C=1SC=CC1)C1=CC=C(C=C1)C(C(F)(F)F)(C)O (2-(4-((2S)-2-(aminomethyl)-4-(2-thiophenylsulfonyl)-1-piperazinyl)phenyl)-1,1,1-trifluoro-2-propanol). Reaction conditions: temperature 140 celsius.